This data is from the Open Reaction Database (ORD), a public repository of structured organic reaction records. The task is: describe an organic reaction: reactants, conditions, products, and yield The reactants are C(=O)(O)C1=C(C=C2C=3C=CC=CC3C=3NC(C=4N(C32)C=CN4)=O)C=CC=C1 (10-(2-carboxybenzylidene)-5H,10H-imidazo[1,2-a]indeno[1,2-e]pyrazin-4-one), [H-].[Na+] (sodium hydride), C1=CN=C2N1C1=C(NC2=O)C=2C=CC=CC2C1 (5H,10H-imidazo[1,2-a]indeno[1,2-e]-pyrazin-4-one), CN1C(=NC=C1)C=O (1-methyl-2-formylimidazole). The solvent is CS(=O)C (dimethyl sulphoxide). Product: CN1C(=NC=C1)C=C1C=2C=CC=CC2C=2NC(C=3N(C21)C=CN3)=O (10-[(1-methylimidazol-2-yl)methylene]-5H,10H-imidazo-[1,2-a]indeno[1,2-e]pyrazin-4-one). As a reaction SMILES: C(C1C=CC=C[C:5]=1[CH:6]=[C:7]1[C:19]2[N:18]3[CH:20]=[CH:21][N:22]=[C:17]3[C:16](=[O:23])[NH:15][C:14]=2[C:13]2[CH:12]=[CH:11][CH:10]=[CH:9][C:8]1=2)(O)=O.[CH:28]1[N:32]2C3CC4C=CC=CC=4C=3NC(=O)[C:31]2=[N:30][CH:29]=1.CN1C=CN=C1C=O.[H-].[Na+]>CS(C)=O>[CH3:31][N:30]1[CH:29]=[CH:28][N:32]=[C:5]1[CH:6]=[C:7]1[C:19]2[N:18]3[CH:20]=[CH:21][N:22]=[C:17]3[C:16](=[O:23])[NH:15][C:14]=2[C:13]2[CH:12]=[CH:11][CH:10]=[CH:9][C:8]1=2 |f:3.4|. Procedure details: The process is performed as in Example 3 for the preparation of 10-(2-carboxybenzylidene)-5H,10H-imidazo[1,2-a]indeno[1,2-e]pyrazin-4-one but starting with 4.46 g of 5H,10H-imidazo[1,2-a]indeno[1,2-e]-pyrazin-4-one, 80 ml of dimethyl sulphoxide, 2.6 g of 1-methyl-2-formylimidazole and 1.44 g of 80% sodium hydride. After treatment of the reaction mixture with 80 ml of water and 3 ml of acetic acid, the suspension is filtered and the red solid obtained is washed with methanol and air-dried to give... The reactants are CN(OCC(C)O)C(=O)OC(C)(C)C (N-methyl-N-boc-(2-hydroxypropyl)hydroxylamine), C1(CCC(=O)O1)=O (succinic anhydride), [Cl-].[NH4+] (ammonium chloride). Reagents/catalysts: CN(C)C=1C=CN=CC1 (DMAP). The solvent is ClCCl (dichloromethane). Run at time 20 hour. Yields the product CC(C)(OC(N(OCC(OC(CCC(=O)O)=O)C)C)=O)C (2,2,5,8-tetramethyl-4,10-dioxo-3,6,9-trioxa-5-azatridecan-13-oic acid). Isolated yield 67.0%. As a reaction SMILES: [CH3:1][N:2]([C:8]([O:10][C:11]([CH3:14])([CH3:13])[CH3:12])=[O:9])[O:3][CH2:4][CH:5]([OH:7])[CH3:6].[C:15]1(=[O:21])[O:20][C:18](=[O:19])[CH2:17][CH2:16]1.[Cl-].[NH4+]>ClCCl.CN(C1C=CN=CC=1)C>[CH3:14][C:11]([CH3:13])([O:10][C:8](=[O:9])[N:2]([CH3:1])[O:3][CH2:4][CH:5]([CH3:6])[O:7][C:15](=[O:21])[CH2:16][CH2:17][C:18]([OH:20])=[O:19])[CH3:12] |f:2.3|. Procedure details: To a solution of N-methyl-N-boc-(2-hydroxypropyl)hydroxylamine (227 mg, 1.11 mmol) in dichloromethane (4 mL) were added DMAP (41 mg, 0.333 mmol) and succinic anhydride (167 mg, 1.67 mmol). The resulting mixture was stirred for 20 h at room temperature. The reaction mixture was poured into a saturated solution of ammonium chloride (15 mL) and extracted with DCM (3×40 mL). The combined organic layer was washed with water and dried over sodium sulfate. The solvent was removed in vacuo and the crude... Starting materials: C1(=CC=CC=C1)S(=O)(=O)Cl (benzene sulfonyl chloride), CO (methanol), [H-].[Na+] (NaH), FC1=CC=2C3=C(NC2C=C1)CCNC3=O (8-fluoro-2,3,4,5-tetrahydro-1H-pyrido[4,3-b]indol-1-one). The solvent is CN(C)C=O (DMF), C(Cl)Cl (DCM). Reaction conditions: time 10 minute. Product: FC1=CC=2C3=C(N(C2C=C1)S(=O)(=O)C1=CC=CC=C1)CCNC3=O (8-fluoro-5-(phenylsulfonyl)-2,3,4,5-tetrahydro-1H-pyrido[4,3-b]indol-1-one). Yield: 53.6%. Reaction SMILES: [H-].[Na+].[F:3][C:4]1[CH:12]=[CH:11][C:10]2[NH:9][C:8]3[CH2:13][CH2:14][NH:15][C:16](=[O:17])[C:7]=3[C:6]=2[CH:5]=1.[C:18]1([S:24](Cl)(=[O:26])=[O:25])[CH:23]=[CH:22][CH:21]=[CH:20][CH:19]=1.CO>CN(C=O)C.C(Cl)Cl>[F:3][C:4]1[CH:12]=[CH:11][C:10]2[N:9]([S:24]([C:18]3[CH:23]=[CH:22][CH:21]=[CH:20][CH:19]=3)(=[O:26])=[O:25])[C:8]3[CH2:13][CH2:14][NH:15][C:16](=[O:17])[C:7]=3[C:6]=2[CH:5]=1 |f:0.1|. Procedure: 60% NaH (196 mg, 8.16 mmol) was added to a stirred solution of 8-fluoro-2,3,4,5-tetrahydro-1H-pyrido[4,3-b]indol-1-one (500 mg, 2.44 mmol) in DMF (20 mL) at −10° C. and stirred for 10 minutes at room temperature. This was followed by the addition of benzene sulfonyl chloride (517 mg, 2.92 mmol) at 0° C. and the resulting reaction mass was stirred at room temperature for 5 minutes. The reaction was monitored by TLC (5% methanol in DCM). The reaction mass was quenched with ice and extracted using ... Starting materials: [BH4-], CC(C)(C)OC(=O)Nc1ccccc1NC(=O)c1ccc(-c2ncc(C=O)cc2C#N)cc1, O=C([O-])O, C1CCOC1, CCN, CC(C)[O-], CC(C)[O-], CC(C)[O-], CC(C)[O-], CO, ClCCl, [Na+], [Na+], O, [Ti+4]. Product: CCNCc1cnc(-c2ccc(C(=O)Nc3ccccc3NC(=O)OC(C)(C)C)cc2)c(C#N)c1. Reaction SMILES: [BH4-:37].[C:1]([CH3:2])([CH3:3])([CH3:4])[O:5][C:6](=[O:7])[NH:8][c:9]1[c:10]([NH:15][C:16]([c:17]2[cH:18][cH:19][c:20](-[c:23]3[n:24][cH:25][c:26]([CH:31]=[O:32])[cH:27][c:28]3[C:29]#[N:30])[cH:21][cH:22]2)=[O:33])[cH:11][cH:12][cH:13][cH:14]1.[C:39](=[O:40])([OH:41])[O-:42].[CH2:44]1[O:45][CH2:46][CH2:47][CH2:48]1.[CH3:34][CH2:35][NH2:36].[CH3:52][CH:53]([CH3:54])[O-:55].[CH3:57][CH:58]([CH3:59])[O-:60].[CH3:61][CH:62]([CH3:63])[O-:64].[CH3:65][CH:66]([CH3:67])[O-:68].[CH3:70][OH:71].[Cl:49][CH2:50][Cl:51].[Na+:38].[Na+:43].[OH2:69].[Ti+4:56]>>[C:1]([CH3:2])([CH3:3])([CH3:4])[O:5][C:6](=[O:7])[NH:8][c:9]1[c:10]([NH:15][C:16]([c:17]2[cH:18][cH:19][c:20](-[c:23]3[n:24][cH:25][c:26]([CH2:31][NH:36][CH2:35][CH3:34])[cH:27][c:28]3[C:29]#[N:30])[cH:21][cH:22]2)=[O:33])[cH:11][cH:12][cH:13][cH:14]1. Starting materials: O=C([O-])[O-], COCCOC, Cc1nc(C#Cc2ccc(Cl)nc2)cs1, CC1(C)OB(c2cc(F)cc(C#N)c2)OC1(C)C, [K+], [K+], O, Cl[Pd]Cl, c1ccc(P(c2ccccc2)c2ccccc2)cc1, c1ccc(P(c2ccccc2)c2ccccc2)cc1. Yields the product Cc1nc(C#Cc2ccc(-c3cc(F)cc(C#N)c3)nc2)cs1. RXN SMILES: [C:34](=[O:35])([O-:36])[O-:37].[CH3:81][O:82][CH2:83][CH2:84][O:85][CH3:86].[Cl:1][c:2]1[n:3][cH:4][c:5]([C:8]#[C:9][c:10]2[n:11][c:12]([CH3:15])[s:13][cH:14]2)[cH:6][cH:7]1.[F:16][c:17]1[cH:18][c:19]([C:20]#[N:21])[cH:22][c:23]([B:25]2[O:26][C:27]([CH3:28])([CH3:29])[C:30]([CH3:31])([CH3:32])[O:33]2)[cH:24]1.[K+:38].[K+:39].[OH2:87].[Pd:40]([Cl:41])[Cl:42].[c:43]1([P:44]([c:45]2[cH:46][cH:47][cH:48][cH:49][cH:50]2)[c:51]2[cH:52][cH:53][cH:54][cH:55][cH:56]2)[cH:57][cH:58][cH:59][cH:60][cH:61]1.[c:62]1([P:63]([c:64]2[cH:65][cH:66][cH:67][cH:68][cH:69]2)[c:70]2[cH:71][cH:72][cH:73][cH:74][cH:75]2)[cH:76][cH:77][cH:78][cH:79][cH:80]1>>[c:2]1(-[c:23]2[cH:22][c:19]([C:20]#[N:21])[cH:18][c:17]([F:16])[cH:24]2)[n:3][cH:4][c:5]([C:8]#[C:9][c:10]2[n:11][c:12]([CH3:15])[s:13][cH:14]2)[cH:6][cH:7]1.